This data is from the Open Reaction Database (ORD), a public repository of structured organic reaction records. The task is: describe an organic reaction: reactants, conditions, products, and yield The product is C(C)(C)(C)OC(N[C@@H]([C@H](CC)C)CN(C(=O)[C@H]1[C@@H](C1)C1=NC=C(C=C1)F)C1=CC=C(C=C1)OCC1CCC1)=O ([(1S,2S)-1-({(4-Cyclobutylmethoxy-phenyl)-[(1R,2R)-2-(5-fluoro-pyridin-2-yl)-cyclopropanecarbonyl]-amino}-methyl)-2-methyl-butyl]-carbamic acid tert-butyl ester). Reaction conditions: temperature 55 celsius. As a reaction SMILES: [C:1]([O:5][C:6](=[O:34])[NH:7][C@H:8]([CH2:13][N:14]([C:22]([C@@H:24]1[CH2:26][C@H:25]1[C:27]1[CH:32]=[CH:31][C:30]([F:33])=[CH:29][N:28]=1)=[O:23])[C:15]1[CH:20]=[CH:19][C:18]([OH:21])=[CH:17][CH:16]=1)[C@@H:9]([CH3:12])[CH2:10][CH3:11])([CH3:4])([CH3:3])[CH3:2].C([O-])([O-])=O.[K+].[K+].[CH:41]1([CH2:45]Br)[CH2:44][CH2:43][CH2:42]1>CN(C=O)C>[C:1]([O:5][C:6](=[O:34])[NH:7][C@H:8]([CH2:13][N:14]([C:15]1[CH:16]=[CH:17][C:18]([O:21][CH2:45][CH:41]2[CH2:44][CH2:43][CH2:42]2)=[CH:19][CH:20]=1)[C:22]([C@@H:24]1[CH2:26][C@H:25]1[C:27]1[CH:32]=[CH:31][C:30]([F:33])=[CH:29][N:28]=1)=[O:23])[C@@H:9]([CH3:12])[CH2:10][CH3:11])([CH3:3])([CH3:4])[CH3:2] |f:1.2.3|. Isolated yield 89.3%. Starting materials: C(C)(C)(C)OC(N[C@@H]([C@H](CC)C)CN(C1=CC=C(C=C1)O)C(=O)[C@H]1[C@@H](C1)C1=NC=C(C=C1)F)=O (((1S,2S)-1-{[[(1R,2R)-2-(5-fluoro-pyridin-2-yl)-cyclopropanecarbonyl]-(4-hydroxy-phenyl)-amino]-methyl}-2-methyl-butyl)-carbamic acid tert-butyl ester), C(=O)([O-])[O-].[K+].[K+] (K2CO3), C1(CCC1)CBr (cyclobutylmethyl bromide). Reported procedure: A mixture of ((1S,2S)-1-{[[(1R,2R)-2-(5-fluoro-pyridin-2-yl)-cyclopropanecarbonyl]-(4-hydroxy-phenyl)-amino]-methyl}-2-methyl-butyl)-carbamic acid tert-butyl ester (51 mg, 0.11 mmol), K2CO3 (69 mg, 0.5 mmol) and cyclobutylmethyl bromide (22 mg, 0.15 mmol) in DMF was stirred at 55° C. for over night. After cool to rt, the mixture was filtered through a silica pad (EtOAc). The filtrate was concentrated and the residue was subjected to ISCO (12 g column, 0-40% EtOAc in hexane over 25 min) to give t... Run in CN(C)C=O (DMF).